Dataset: the Open Reaction Database (ORD), a public repository of structured organic reaction records. Task: describe an organic reaction: reactants, conditions, products, and yield Reactants: C(#N)C1=CC=C(C=C1)O (4-cyanophenol), C([O-])([O-])=O.[K+].[K+] (potassium carbonate), Br.N1=C(C=CC=C1)CBr (2-picolyl bromide hydrobromide). The solvent is CN(C=O)C (N,N-dimethyl formamide), [Cl-].[Na+].O (brine). Reaction conditions: time 15 hour. Reported procedure: To a solution of 4-cyanophenol (5 g, 42 mmol) in N,N-dimethyl formamide (40 mL) were added potassium carbonate (17.4 g, 126 mmol) and 2-picolyl bromide hydrobromide (10.6 g, 42 mmol), and the solution was stirred at room temperature for 15 hours. The reaction solution was poured into brine, and the solution was extracted with ethyl acetate. The fractionated organic layer was dried over anhydrous magnesium sulfate, then, filtered by NH silica gel lined over a glass filter, and the filtrate was co... RXN SMILES: [C:1]([C:3]1[CH:8]=[CH:7][C:6]([OH:9])=[CH:5][CH:4]=1)#[N:2].C(=O)([O-])[O-].[K+].[K+].Br.[N:17]1[CH:22]=[CH:21][CH:20]=[CH:19][C:18]=1[CH2:23]Br>CN(C)C=O.[Cl-].[Na+].O>[N:17]1[CH:22]=[CH:21][CH:20]=[CH:19][C:18]=1[CH2:23][O:9][C:6]1[CH:7]=[CH:8][C:3]([C:1]#[N:2])=[CH:4][CH:5]=1 |f:1.2.3,4.5,7.8.9|. Isolated yield 53.3%. Product: N1=C(C=CC=C1)COC1=CC=C(C#N)C=C1 (4-(Pyridin-2-ylmethoxy)-benzonitrile). Reactants: O (water), CI (MeI), C(=O)([O-])[O-].[K+].[K+] (K2CO3), COC=1C=C(C=CC1OC)NC=1C2=C(N=C(N1)N1CC(CC1)NC(=O)C1=CC(=C(C(=O)OC)C=C1)O)SC=N2 (methyl 4-(1-(7-(3,4-dimethoxyphenylamino)thiazolo[5,4-d]pyrimidin-5-yl)pyrrolidin-3-ylcarbamoyl)-2-hydroxybenzoate). Solvent: CN(C)C=O (DMF). Run at time 16 hour. Product: COC=1C=C(C=CC1OC)NC=1C2=C(N=C(N1)N1CC(CC1)NC(=O)C1=CC(=C(C(=O)OC)C=C1)OC)SC=N2 (methyl 4-(1-(7-(3,4-dimethoxyphenylamino)thiazolo[5,4-d]pyrimidin-5-yl)pyrrolidin-3-ylcarbamoyl)-2-methoxybenzoate). RXN SMILES: [CH3:1][O:2][C:3]1[CH:4]=[C:5]([NH:11][C:12]2[C:13]3[N:39]=[CH:38][S:37][C:14]=3[N:15]=[C:16]([N:18]3[CH2:22][CH2:21][CH:20]([NH:23][C:24]([C:26]4[CH:35]=[CH:34][C:29]([C:30]([O:32][CH3:33])=[O:31])=[C:28]([OH:36])[CH:27]=4)=[O:25])[CH2:19]3)[N:17]=2)[CH:6]=[CH:7][C:8]=1[O:9][CH3:10].CI.[C:42]([O-])([O-])=O.[K+].[K+].O>CN(C=O)C>[CH3:1][O:2][C:3]1[CH:4]=[C:5]([NH:11][C:12]2[C:13]3[N:39]=[CH:38][S:37][C:14]=3[N:15]=[C:16]([N:18]3[CH2:22][CH2:21][CH:20]([NH:23][C:24]([C:26]4[CH:35]=[CH:34][C:29]([C:30]([O:32][CH3:33])=[O:31])=[C:28]([O:36][CH3:42])[CH:27]=4)=[O:25])[CH2:19]3)[N:17]=2)[CH:6]=[CH:7][C:8]=1[O:9][CH3:10] |f:2.3.4|. Procedure details: To a mixture of methyl 4-(1-(7-(3,4-dimethoxyphenylamino)thiazolo[5,4-d]pyrimidin-5-yl)pyrrolidin-3-ylcarbamoyl)-2-hydroxybenzoate (100 mg, 0.18 mmol) in 2 mL of DMF were added MeI (38 mg, 0.27 mmol) and K2CO3 (37 mg, 0.27 mmol) at room temperature, and then the mixture was stirred for 16 hours. The mixture was poured into water and extracted with EtOAc (3×5 mL). The organic layer was washed with 0.1 N HCl (5 mL) and brine. The organic layer was dried over Na2SO4. After filtration and concentrat... Reactants: ClCCCCN1S(C=2C3=C1C=CC=C3C=CC2)(=O)=O (2-(4-chlorobutyl)naphtho[1,8-cd]isothiazole 1,1-dioxide), Br.Br.OC1=CC=C(C=C1)N1CCNCC1 (4-(4-hydroxyphenyl)piperazine dihydrobromide), C([O-])(O)=O.[Na+] (sodium bicarbonate). The solvent is CN(C=O)C (dimethylformamide), O1CCCC1 (tetrahydrofuran). Run at temperature 20 celsius. Yields the product OC1=CC=C(C=C1)N1CCN(CC1)CCCCN1S(C=2C3=C1C=CC=C3C=CC2)(=O)=O (2-{4-[4-(4-hydroxyphenyl)-1-piperazinyl]butyl}naphtho[1,8-cd]isothiazole 1,1-dioxide). Isolated yield 69.9%. RXN SMILES: Cl[CH2:2][CH2:3][CH2:4][CH2:5][N:6]1[C:10]2[CH:11]=[CH:12][CH:13]=[C:14]3[CH:15]=[CH:16][CH:17]=[C:8]([C:9]=23)[S:7]1(=[O:19])=[O:18].Br.Br.[OH:22][C:23]1[CH:28]=[CH:27][C:26]([N:29]2[CH2:34][CH2:33][NH:32][CH2:31][CH2:30]2)=[CH:25][CH:24]=1.C(=O)(O)[O-].[Na+]>CN(C)C=O.O1CCCC1>[OH:22][C:23]1[CH:24]=[CH:25][C:26]([N:29]2[CH2:34][CH2:33][N:32]([CH2:2][CH2:3][CH2:4][CH2:5][N:6]3[C:10]4[CH:11]=[CH:12][CH:13]=[C:14]5[CH:15]=[CH:16][CH:17]=[C:8]([C:9]=45)[S:7]3(=[O:19])=[O:18])[CH2:31][CH2:30]2)=[CH:27][CH:28]=1 |f:1.2.3,4.5|. Reported procedure: The experiment is carried out as in Example 1, starting with 2-(4-chlorobutyl)naphtho[1,8-cd]isothiazole 1,1-dioxide (3 g), 4-(4-hydroxyphenyl)piperazine dihydrobromide (3.8 g) and sodium bicarbonate (2.8 g) in a mixture of dimethylformamide (30 cc) and tetrahydrofuran (20 cc). The mixture is heated for 5 hours at boiling point, then cooled to a temperature of about 20° C. After purification by recrystallization from boiling acetone (215 cc), 2-{4-[4-(4-hydroxyphenyl)-1-piperazinyl]butyl}naphtho... The reactants are COC1=CC=C(C=C1)C(CN)C (2-(4-methoxyphenyl)propylamine), ClC1=C(C=O)C=CC=C1C(F)(F)F (2-chloro-3-trifluoromethylbenzaldehyde), O.C1(=CC=C(C=C1)S(=O)(=O)O)C (p-toluenesulfonic acid hydrate). Solvent: CCOCC (Et2O), CO (MeOH). Run at time 30 minute. The product is ClC1=C(CNCC(C)C2=CC=C(C=C2)OC)C=CC=C1C(F)(F)F (N-(2-Chloro-3-trifluoromethylbenzyl)-2-(4-methoxyphenyl)propylamine). The yield is 77.0%. RXN SMILES: [CH3:1][O:2][C:3]1[CH:8]=[CH:7][C:6]([CH:9]([CH3:12])[CH2:10][NH2:11])=[CH:5][CH:4]=1.[Cl:13][C:14]1[C:21]([C:22]([F:25])([F:24])[F:23])=[CH:20][CH:19]=[CH:18][C:15]=1[CH:16]=O.O.C1(C)C=CC(S(O)(=O)=O)=CC=1>CO.CCOCC>[Cl:13][C:14]1[C:21]([C:22]([F:23])([F:24])[F:25])=[CH:20][CH:19]=[CH:18][C:15]=1[CH2:16][NH:11][CH2:10][CH:9]([C:6]1[CH:7]=[CH:8][C:3]([O:2][CH3:1])=[CH:4][CH:5]=1)[CH3:12] |f:2.3|. Reported procedure: A solution of 2-(4-methoxyphenyl)propylamine (183 mg, 1.11 mmole) and 2-chloro-3-trifluoromethylbenzaldehyde (230 mg, 1.11 mmole) in 10 mL of MeOH was treated with a crystal of p-toluenesulfonic acid hydrate, and stirred for 30 minutes. The reaction was diluted with Et2O, and washed with aqueous NaHCO3. The extracts were dried, and the solvent removed. A solution of the residue in 10 mL of MeOH was cooled to 0° and treated with excess NaBH4. The reaction was warmed to 23° and stirred for 30 minu... Conditions: temperature 80 celsius. The product is ClC1=C(C(=O)NC2=CC(=NC=C2)NC=2SC=CN2)C(=CC=C1)Cl (2,6-dichloro-N-(2-(thiazol-2-ylamino)pyridin-4-yl)benzamide). RXN SMILES: Br[C:2]1[CH:7]=[C:6]([NH:8][C:9](=[O:18])[C:10]2[C:15]([Cl:16])=[CH:14][CH:13]=[CH:12][C:11]=2[Cl:17])[CH:5]=[CH:4][N:3]=1.[NH2:19][C:20]1[S:21][CH:22]=[CH:23][N:24]=1.C([O-])([O-])=O.[Cs+].[Cs+].C1(P(C2C=CC=CC=2)C2C3OC4C(=CC=CC=4P(C4C=CC=CC=4)C4C=CC=CC=4)C(C)(C)C=3C=CC=2)C=CC=CC=1>C1C=CC(/C=C/C(/C=C/C2C=CC=CC=2)=O)=CC=1.C1C=CC(/C=C/C(/C=C/C2C=CC=CC=2)=O)=CC=1.C1C=CC(/C=C/C(/C=C/C2C=CC=CC=2)=O)=CC=1.[Pd].[Pd].O1CCOCC1>[Cl:17][C:11]1[CH:12]=[CH:13][CH:14]=[C:15]([Cl:16])[C:10]=1[C:9]([NH:8][C:6]1[CH:5]=[CH:4][N:3]=[C:2]([NH:19][C:20]2[S:21][CH:22]=[CH:23][N:24]=2)[CH:7]=1)=[O:18] |f:2.3.4,6.7.8.9.10|. Reactants: BrC1=NC=CC(=C1)NC(C1=C(C=CC=C1Cl)Cl)=O (N-(2-bromopyridin-4-yl)-2,6-dichlorobenzamide), NC=1SC=CN1 (2-aminothiazole), C(=O)([O-])[O-].[Cs+].[Cs+] (Cs2CO3), C1(=CC=CC=C1)P(C1=CC=CC=2C(C3=CC=CC(=C3OC12)P(C1=CC=CC=C1)C1=CC=CC=C1)(C)C)C1=CC=CC=C1 (4,5-bis(diphenylphosphino)-9,9-dimethylxanthene). Solvent: O1CCOCC1 (dioxane). Yield: 25.3%. Reported procedure: A 25 mL microwave tube containing N-(2-bromopyridin-4-yl)-2,6-dichlorobenzamide (0.21 g, 0.61 mmol), 2-aminothiazole (92 mg, 0.92 mmol), Pd2(dba)3 (56 mg, 0.061 mmol), Cs2CO3 (0.4 g, 1.22 mmol), 4,5-bis(diphenylphosphino)-9,9-dimethylxanthene (Xantphos, 71 mg, 0.122 mmol), and dioxane (8 mL) was degassed and then charged with N2 (3×). The resulting mixture was heated at 80° C. overnight. After cooling, the mixture was diluted with dioxane (20 mL) and filtered through celite. The filtrate was con... The reagents and catalysts are C=1C=CC(=CC1)/C=C/C(=O)/C=C/C2=CC=CC=C2.C=1C=CC(=CC1)/C=C/C(=O)/C=C/C2=CC=CC=C2.C=1C=CC(=CC1)/C=C/C(=O)/C=C/C2=CC=CC=C2.[Pd].[Pd] (Pd2(dba)3). Reactants: CCCCCCCCCCN, O=C(O)C1CC1c1ccc([N+](=O)[O-])cc1. Yields the product CCCCCCCCCCNC(=O)C1CC1c1ccc([N+](=O)[O-])cc1. As a reaction SMILES: [CH2:16]([CH2:17][CH2:18][CH2:19][CH2:20][CH2:21][CH2:22][CH2:23][CH2:24][CH3:25])[NH2:26].[N+:1](=[O:2])([O-:3])[c:4]1[cH:5][cH:6][c:7]([CH:10]2[CH:11]([C:13](=[O:14])[OH:15])[CH2:12]2)[cH:8][cH:9]1>>[N+:1](=[O:2])([O-:3])[c:4]1[cH:5][cH:6][c:7]([CH:10]2[CH:11]([C:13](=[O:15])[NH:26][CH2:16][CH2:17][CH2:18][CH2:19][CH2:20][CH2:21][CH2:22][CH2:23][CH2:24][CH3:25])[CH2:12]2)[cH:8][cH:9]1. Starting materials: FC(C(=O)O)(F)F.C1(CC1)CCOC=1NC(=C2N=C(N=C2N1)OC)N (2-[(2-cyclopropylethyl)oxy]-8-(methyloxy)-1H-purin-6-amine trifluoroacetate), C([O-])([O-])=O.[K+].[K+] (potassium carbonate), BrCCC1COCC1 (3-(2-bromoethyl)tetrahydrofuran). Solvent: CN(C)C=O (DMF). Reaction conditions: temperature 50 celsius. Yields the product C1(CC1)CCOC1=NC(=C2N=C(N(C2=N1)CCC1COCC1)OC)N (2-[(2-cyclopropylethyl)oxy]-8-(methyloxy)-9-[2-(tetrahydro-3-furanyl)ethyl]-9H-purin-6-amine). Yield: 62.7%. As a reaction SMILES: FC(F)(F)C(O)=O.[CH:8]1([CH2:11][CH2:12][O:13][C:14]2[NH:15][C:16]([NH2:25])=[C:17]3[C:21]([N:22]=2)=[N:20][C:19]([O:23][CH3:24])=[N:18]3)[CH2:10][CH2:9]1.C(=O)([O-])[O-].[K+].[K+].Br[CH2:33][CH2:34][CH:35]1[CH2:39][CH2:38][O:37][CH2:36]1>CN(C=O)C>[CH:8]1([CH2:11][CH2:12][O:13][C:14]2[N:22]=[C:21]3[C:17]([N:18]=[C:19]([O:23][CH3:24])[N:20]3[CH2:33][CH2:34][CH:35]3[CH2:39][CH2:38][O:37][CH2:36]3)=[C:16]([NH2:25])[N:15]=2)[CH2:10][CH2:9]1 |f:0.1,2.3.4|. Procedure: A mixture of 2-[(2-cyclopropylethyl)oxy]-8-(methyloxy)-1H-purin-6-amine trifluoroacetate (0.16 g, 0.450 mmol) and anhydrous potassium carbonate (0.243 g, 1.762 mmol) in DMF (2.5 ml) was heated at 50° C. for 1 hour. The mixture was cooled to room temperature and 3-(2-bromoethyl)tetrahydrofuran (0.095 g, 0.528 mmol) was added and the mixture heated at 50° C. for 18 hours. The mixture was quenched with water (2 ml) and extracted with DCM (2×5 ml). The DCM was separated through a hydrophobic frit an...